Dataset: the Open Reaction Database (ORD), a public repository of structured organic reaction records. Task: describe an organic reaction: reactants, conditions, products, and yield Starting materials: C(C)(C)(C)OC(NC1=C(C=CC=C1)NC(\C=C\C1=CC=C(C=C1)C(C(NC1=CC=C(C=C1)C(F)(F)F)=O)OCCN1CCOCC1)=O)=O ((E)-[2-(3-{4-[(2-Morpholin-4-yl-ethoxy)-(4-trifluoromethyl-phenylcarbamoyl)-methyl]-phenyl}-acryloylamino)-phenyl]-carbamic acid tert-butyl ester), Cl (HCl). The yield is 16.9%. Product: NC1=C(C=CC=C1)NC(\C=C\C1=CC=C(C=C1)C(C(NC1=CC=C(C=C1)C(F)(F)F)=O)OCCN1CCOCC1)=O ((E)-N-(2-Amino-phenyl)-3-{4-[(2-morpholin-4-yl-ethoxy)-(4-trifluoromethyl-phenylcarbamoyl)-methyl]-phenyl}-acrylamide). Run in CO (methanol). Reaction SMILES: C(OC(=O)[NH:7][C:8]1[CH:13]=[CH:12][CH:11]=[CH:10][C:9]=1[NH:14][C:15](=[O:47])/[CH:16]=[CH:17]/[C:18]1[CH:23]=[CH:22][C:21]([CH:24]([O:38][CH2:39][CH2:40][N:41]2[CH2:46][CH2:45][O:44][CH2:43][CH2:42]2)[C:25](=[O:37])[NH:26][C:27]2[CH:32]=[CH:31][C:30]([C:33]([F:36])([F:35])[F:34])=[CH:29][CH:28]=2)=[CH:20][CH:19]=1)(C)(C)C.Cl>CO>[NH2:7][C:8]1[CH:13]=[CH:12][CH:11]=[CH:10][C:9]=1[NH:14][C:15](=[O:47])/[CH:16]=[CH:17]/[C:18]1[CH:23]=[CH:22][C:21]([CH:24]([O:38][CH2:39][CH2:40][N:41]2[CH2:46][CH2:45][O:44][CH2:43][CH2:42]2)[C:25](=[O:37])[NH:26][C:27]2[CH:32]=[CH:31][C:30]([C:33]([F:34])([F:35])[F:36])=[CH:29][CH:28]=2)=[CH:20][CH:19]=1. Procedure details: (E)-[2-(3-{4-[(2-Morpholin-4-yl-ethoxy)-(4-trifluoromethyl-phenylcarbamoyl)-methyl]-phenyl}-acryloylamino)-phenyl]-carbamic acid tert-butyl ester (118 mg, 0.177 mmol) was treated with 1.25M HCl in methanol (1 mL) at room temperature for 2 hours. The reaction was quenched slowly with solid sodium bicarbonate until the pH was 6-7. The mixture was diluted in acetonitrile with a small amount of dimethylsulfoxide, passed through a 40 μm pipette filter, and then purified by preparative HPLC to obtain ... The reactants are C(C1=CC=CC=C1)NC(C(C(=O)OC)(CC1=CC=C(C=C1)C(F)(F)P(=O)(OC(C)(C)C)OC(C)(C)C)CC1=CC=C(C=C1)C(F)(F)P(=O)(OC(C)(C)C)OC(C)(C)C)=O (methyl 3-(benzylamino)-2,2-di{4-[(di-tert-butoxyphosphoryl)(difluoro)methyl]benzyl}-3-oxopropanoate). The solvent is C(Cl)Cl (CH2Cl2), C(=O)(C(F)(F)F)O (TFA). Product: C(C1=CC=CC=C1)NC(C(C(=O)OC)(CC1=CC=C(C=C1)C(P(=O)(O)O)(F)F)CC1=CC=C(C=C1)C(P(=O)(O)O)(F)F)=O (3-(Benzylamino)-2,2-di{4-[difluoro(phosphono)methyl]benzyl}-3-oxopropanoic acid, methyl ester). The yield is 116.7%. Reaction SMILES: [CH2:1]([NH:8][C:9](=[O:59])[C:10]([CH2:37][C:38]1[CH:43]=[CH:42][C:41]([C:44]([P:47]([O:54]C(C)(C)C)([O:49]C(C)(C)C)=[O:48])([F:46])[F:45])=[CH:40][CH:39]=1)([CH2:15][C:16]1[CH:21]=[CH:20][C:19]([C:22]([P:25]([O:32]C(C)(C)C)([O:27]C(C)(C)C)=[O:26])([F:24])[F:23])=[CH:18][CH:17]=1)[C:11]([O:13][CH3:14])=[O:12])[C:2]1[CH:7]=[CH:6][CH:5]=[CH:4][CH:3]=1>C(Cl)Cl.C(O)(C(F)(F)F)=O>[CH2:1]([NH:8][C:9](=[O:59])[C:10]([CH2:37][C:38]1[CH:39]=[CH:40][C:41]([C:44]([F:46])([F:45])[P:47]([OH:54])([OH:49])=[O:48])=[CH:42][CH:43]=1)([CH2:15][C:16]1[CH:21]=[CH:20][C:19]([C:22]([F:23])([F:24])[P:25]([OH:32])([OH:27])=[O:26])=[CH:18][CH:17]=1)[C:11]([O:13][CH3:14])=[O:12])[C:2]1[CH:3]=[CH:4][CH:5]=[CH:6][CH:7]=1. Procedure details: A solution of methyl 3-(benzylamino)-2,2-di{4-[(di-tert-butoxyphosphoryl)(difluoro)methyl]benzyl}-3-oxopropanoate (15 mg) in 2 mL of CH2Cl2 and 1.5 mL of TFA was stirred for 2 h and then concentrated. The residue was dissolved in 3 mL of water and washed with 3×2 mL of ether and the aqueous solution was lyopholized to give 13 mg of the title compound as a white solid. Starting materials: Brc1cnc2[nH]ccc2c1, O=C([O-])O, CCOC(C)=O, [I-], [Na+], N#C[Na], CN(C)C=O, [Pd], c1ccc(P(c2ccccc2)c2ccccc2)cc1, c1ccc(P(c2ccccc2)c2ccccc2)cc1, c1ccc(P(c2ccccc2)c2ccccc2)cc1, c1ccc(P(c2ccccc2)c2ccccc2)cc1. Yields the product N#Cc1cnc2[nH]ccc2c1. Reaction SMILES: [Br:1][c:2]1[cH:3][c:4]2[cH:5][cH:6][nH:7][c:8]2[n:9][cH:10]1.[C:26](=[O:27])([OH:28])[O-:29].[CH3:20][CH2:21][O:22][C:23](=[O:24])[CH3:25].[I-:14].[Na+:30].[Na:11][C:12]#[N:13].[O:15]=[CH:16][N:17]([CH3:18])[CH3:19].[Pd:31].[c:32]1([P:33]([c:34]2[cH:35][cH:36][cH:37][cH:38][cH:39]2)[c:40]2[cH:41][cH:42][cH:43][cH:44][cH:45]2)[cH:46][cH:47][cH:48][cH:49][cH:50]1.[c:51]1([P:52]([c:53]2[cH:54][cH:55][cH:56][cH:57][cH:58]2)[c:59]2[cH:60][cH:61][cH:62][cH:63][cH:64]2)[cH:65][cH:66][cH:67][cH:68][cH:69]1.[c:70]1([P:71]([c:72]2[cH:73][cH:74][cH:75][cH:76][cH:77]2)[c:78]2[cH:79][cH:80][cH:81][cH:82][cH:83]2)[cH:84][cH:85][cH:86][cH:87][cH:88]1.[c:89]1([P:90]([c:91]2[cH:92][cH:93][cH:94][cH:95][cH:96]2)[c:97]2[cH:98][cH:99][cH:100][cH:101][cH:102]2)[cH:103][cH:104][cH:105][cH:106][cH:107]1>>[c:2]1([C:12]#[N:13])[cH:3][c:4]2[cH:5][cH:6][nH:7][c:8]2[n:9][cH:10]1.